This data is from the Open Reaction Database (ORD), a public repository of structured organic reaction records. The task is: describe an organic reaction: reactants, conditions, products, and yield The reactants are C12(CC3CC(CC(C1)C3)C2)COC2=NC=C(C(=O)O)C=C2C2CC2 (6-(adamantan-1-ylmethoxy)-5-cyclopropylnicotinic acid), N1(CCC1)S(=O)(=O)N (azetidine-1-sulfonamide), C1(CC1)C=1C(=CC(=C(C(=O)O)C1)F)OCC12CC3(CC(CC(C1)(C3)F)(C2)F)F (5-cyclopropyl-2-fluoro-4-((3,5,7-trifluoroadamantan-1-yl)methoxy)benzoic acid), CS(=O)(=O)N (methyl sulfonamide). The product is N1(CCC1)S(=O)(=O)NC(C1=C(C=C(C(=C1)C1CC1)OCC12CC3(CC(CC(C1)(C3)F)(C2)F)F)F)=O (N-(Azetidin-1-ylsulfonyl)-5-cyclopropyl-2-fluoro-4-((3,5,7-trifluoroadamantan-1-yl)methoxy)benzamide). Isolated yield 47.0%. RXN SMILES: C12(COC3C(C4CC4)=CC(C(O)=O)=CN=3)CC3CC(CC(C3)C1)C2.[CH:25]1([C:28]2[C:29]([O:38][CH2:39][C:40]34[CH2:50][C:44]5([F:51])[CH2:45][C:46]([F:49])([CH2:48][C:42]([F:52])([CH2:43]5)[CH2:41]3)[CH2:47]4)=[CH:30][C:31]([F:37])=[C:32]([CH:36]=2)[C:33](O)=[O:34])[CH2:27][CH2:26]1.CS(N)(=O)=O.[N:58]1([S:62]([NH2:65])(=[O:64])=[O:63])[CH2:61][CH2:60][CH2:59]1>>[N:58]1([S:62]([NH:65][C:33](=[O:34])[C:32]2[CH:36]=[C:28]([CH:25]3[CH2:26][CH2:27]3)[C:29]([O:38][CH2:39][C:40]34[CH2:50][C:44]5([F:51])[CH2:43][C:42]([F:52])([CH2:48][C:46]([F:49])([CH2:45]5)[CH2:47]3)[CH2:41]4)=[CH:30][C:31]=2[F:37])(=[O:64])=[O:63])[CH2:61][CH2:60][CH2:59]1. Procedure: Following the procedure as described in Example 150 step 5 and making variations as required to replace 6-(adamantan-1-ylmethoxy)-5-cyclopropylnicotinic acid with 5-cyclopropyl-2-fluoro-4-((3,5,7-trifluoroadamantan-1-yl)methoxy)benzoic acid and to replace methyl sulfonamide with azetidine-1-sulfonamide. Purification by silica gel column chromatography (1:1 hexanes:ethyl acetate (+0.2% acetic acid v/v)) gave the title compound as a colorless solid (0.10 g, 47%): 1H NMR (300 MHz, DMSO-d6) δ 11.61 ... Reactants: CCCCc1nc(C)cc(=O)[nH]1, O=P(Cl)(Cl)Cl. Yields the product CCCCc1nc(C)cc(Cl)n1. RXN SMILES: [CH2:1]([CH2:2][CH2:3][CH3:4])[c:5]1[n:6][c:7]([CH3:12])[cH:8][c:9](=[O:11])[nH:10]1.[P:13]([Cl:14])([Cl:15])([Cl:16])=[O:17]>>[CH2:1]([CH2:2][CH2:3][CH3:4])[c:5]1[n:6][c:7]([CH3:12])[cH:8][c:9]([Cl:15])[n:10]1. Reactants: C(C)(C)(C)OC(CCC1=C(C=CC(=C1)O)CNC(=O)OC(C)C)=O (3-[5-hydroxy-2-(isopropoxycarbonylamino-methyl)-phenyl]-propionic acid tert-butyl ester), C(=O)([O-])[O-].[Cs+].[Cs+] (Cs2CO3), C(C1=CC=CC=C1)Br (benzyl bromide). Run in CN(C)C=O (DMF), CCOC(=O)C (EtOAc). Run at time 8 hour. The product is C(C)(C)(C)OC(CCC1=C(C=CC(=C1)OCC1=CC=CC=C1)CNC(=O)OC(C)C)=O (3-[5-Benzyloxy-2-(isopropoxycarbonylamino-methyl)-phenyl]-propionic acid tert-butyl ester). As a reaction SMILES: [C:1]([O:5][C:6](=[O:24])[CH2:7][CH2:8][C:9]1[CH:14]=[C:13]([OH:15])[CH:12]=[CH:11][C:10]=1[CH2:16][NH:17][C:18]([O:20][CH:21]([CH3:23])[CH3:22])=[O:19])([CH3:4])([CH3:3])[CH3:2].C([O-])([O-])=O.[Cs+].[Cs+].[CH2:31](Br)[C:32]1[CH:37]=[CH:36][CH:35]=[CH:34][CH:33]=1>CN(C=O)C.CCOC(C)=O>[C:1]([O:5][C:6](=[O:24])[CH2:7][CH2:8][C:9]1[CH:14]=[C:13]([O:15][CH2:31][C:32]2[CH:37]=[CH:36][CH:35]=[CH:34][CH:33]=2)[CH:12]=[CH:11][C:10]=1[CH2:16][NH:17][C:18]([O:20][CH:21]([CH3:22])[CH3:23])=[O:19])([CH3:4])([CH3:3])[CH3:2] |f:1.2.3|. Reported procedure: To a solution of 3-[5-hydroxy-2-(isopropoxycarbonylamino-methyl)-phenyl]-propionic acid tert-butyl ester (14.8 mmol) in DMF (100 mL) was added Cs2CO3 (29.6 mmol) and benzyl bromide (16.3 mmol). The reaction mixture was stirred overnight at ambient temperature and diluted with EtOAc (200 mL). The mixture was washed with brine (100 mL) and water (100 mL). The organic layer was dried (Na2SO4) and concentrated to a yellow oil (6.8 g). MS [ES] m/z 428 (M+H)+. Reactants: FC1=CC=C(C=C1)C1(C(N(CCC1)CC(=O)O)=O)C1=CC=C(C=C1)F (2-(3,3-bis(4-fluorophenyl)-2-oxopiperidin-1-yl)acetic acid), C1(=CC=CC=C1)C1(CNCC1)C1=CC=CC=C1 (3,3-diphenylpyrrolidine), Cl.C(C)N=C=NCCCN(C)C (N1-((ethylimino)methylene)-N3,N3-dimethylpropane-1,3-diamine hydrochloride). Reagents/catalysts: CN(C1=CC=NC=C1)C (N,N-dimethylpyridin-4-amine). Solvent: ClCCl (dichloromethane). Run at time 8 hour. The product is C1(=CC=CC=C1)C1(CN(CC1)C(CN1C(C(CCC1)(C1=CC=C(C=C1)F)C1=CC=C(C=C1)F)=O)=O)C1=CC=CC=C1 (1-[2-(3,3-diphenylpyrrolidin-1-yl)-2-oxoethyl]-3,3-bis(4-fluorophenyl)piperidin-2-one). RXN SMILES: [F:1][C:2]1[CH:7]=[CH:6][C:5]([C:8]2([C:19]3[CH:24]=[CH:23][C:22]([F:25])=[CH:21][CH:20]=3)[CH2:13][CH2:12][CH2:11][N:10]([CH2:14][C:15]([OH:17])=O)[C:9]2=[O:18])=[CH:4][CH:3]=1.[C:26]1([C:32]2([C:37]3[CH:42]=[CH:41][CH:40]=[CH:39][CH:38]=3)[CH2:36][CH2:35][NH:34][CH2:33]2)[CH:31]=[CH:30][CH:29]=[CH:28][CH:27]=1.Cl.C(N=C=NCCCN(C)C)C>ClCCl.CN(C)C1C=CN=CC=1>[C:26]1([C:32]2([C:37]3[CH:42]=[CH:41][CH:40]=[CH:39][CH:38]=3)[CH2:36][CH2:35][N:34]([C:15](=[O:17])[CH2:14][N:10]3[CH2:11][CH2:12][CH2:13][C:8]([C:5]4[CH:6]=[CH:7][C:2]([F:1])=[CH:3][CH:4]=4)([C:19]4[CH:20]=[CH:21][C:22]([F:25])=[CH:23][CH:24]=4)[C:9]3=[O:18])[CH2:33]2)[CH:27]=[CH:28][CH:29]=[CH:30][CH:31]=1 |f:2.3|. Procedure: To a solution of 2-(3,3-bis(4-fluorophenyl)-2-oxopiperidin-1-yl)acetic acid (Example 90D, 0.345 g, 1.0 mmol) in dichloromethane (20 mL) under nitrogen was added 3,3-diphenylpyrrolidine (Example 17A, 0.223 g, 1.0 mmol) followed by N1-((ethylimino)methylene)-N3,N3-dimethylpropane-1,3-diamine hydrochloride (0.383 g, 2.0 mmol) and N,N-dimethylpyridin-4-amine (0.012 g, 0.10 mmol). The reaction mixture was stirred overnight at room temperature. The reaction was concentrated and the residue was partiti... Starting materials: CC(C)Oc1ccc2c(c1)CC(NCc1ccccc1)CCC2, ClCCl, O=S(=O)([O-])C(F)(F)F, O=S(=O)([O-])C(F)(F)F, O=S(=O)([O-])C(F)(F)F, [Na+], c1ccc(OCC2CO2)cc1, O=C([O-])O, [Yb+3]. Yields the product CC(C)Oc1ccc2c(c1)CC(N(Cc1ccccc1)CC(O)COc1ccccc1)CCC2. As a reaction SMILES: [CH2:1]([c:2]1[cH:3][cH:4][cH:5][cH:6][cH:7]1)[NH:8][CH:9]1[CH2:10][c:11]2[c:12]([cH:16][cH:17][c:18]([O:20][CH:21]([CH3:22])[CH3:23])[cH:19]2)[CH2:13][CH2:14][CH2:15]1.[Cl:65][CH2:66][Cl:67].[F:35][C:36]([F:37])([F:38])[S:39]([O-:40])(=[O:41])=[O:42].[F:44][C:45]([F:46])([F:47])[S:48]([O-:49])(=[O:50])=[O:51].[F:52][C:53]([F:54])([F:55])[S:56]([O-:57])(=[O:58])=[O:59].[Na+:60].[O:24]([c:25]1[cH:26][cH:27][cH:28][cH:29][cH:30]1)[CH2:31][CH:32]1[CH2:33][O:34]1.[OH:61][C:62](=[O:63])[O-:64].[Yb+3:43]>>[CH2:1]([c:2]1[cH:3][cH:4][cH:5][cH:6][cH:7]1)[N:8]([CH:9]1[CH2:10][c:11]2[c:12]([cH:16][cH:17][c:18]([O:20][CH:21]([CH3:22])[CH3:23])[cH:19]2)[CH2:13][CH2:14][CH2:15]1)[CH2:33][CH:32]([CH2:31][O:24][c:25]1[cH:26][cH:27][cH:28][cH:29][cH:30]1)[OH:34]. Reactants: O=C([O-])O, CC[N+](CC)(CC)Cc1ccccc1, [Cl-], CCOC(=O)c1nc2cc(-c3ccc(Cl)cc3Cl)nc(O)n2n1, [Na+], O=P(Cl)(Cl)Cl. Yields the product CCOC(=O)c1nc2cc(-c3ccc(Cl)cc3Cl)nc(Cl)n2n1. Reaction SMILES: [C:44](=[O:45])([OH:46])[O-:47].[CH2:30]([N+:31]([CH2:32][CH3:33])([CH2:34][CH3:35])[CH2:36][CH3:37])[c:38]1[cH:39][cH:40][cH:41][cH:42][cH:43]1.[Cl-:29].[Cl:1][c:2]1[c:3](-[c:9]2[cH:10][c:11]3[n:12]([c:13]([OH:15])[n:14]2)[n:16][c:17]([C:19](=[O:20])[O:21][CH2:22][CH3:23])[n:18]3)[cH:4][cH:5][c:6]([Cl:8])[cH:7]1.[Na+:48].[P:24]([Cl:25])([Cl:26])([Cl:27])=[O:28]>>[Cl:1][c:2]1[c:3](-[c:9]2[cH:10][c:11]3[n:12]([c:13]([Cl:26])[n:14]2)[n:16][c:17]([C:19](=[O:20])[O:21][CH2:22][CH3:23])[n:18]3)[cH:4][cH:5][c:6]([Cl:8])[cH:7]1. Yields the product CN(C(=O)N1CCN2C(=O)OC(c3ccccc3)(c3ccccc3)C2C1)c1ccccc1. RXN SMILES: [CH3:34][I:35].[H-:32].[Na+:33].[O:1]=[C:2]1[O:3][C:4]([c:20]2[cH:21][cH:22][cH:23][cH:24][cH:25]2)([c:26]2[cH:27][cH:28][cH:29][cH:30][cH:31]2)[CH:5]2[N:6]1[CH2:7][CH2:8][N:9]([C:11](=[O:12])[NH:13][c:14]1[cH:15][cH:16][cH:17][cH:18][cH:19]1)[CH2:10]2.[O:36]1[CH2:37][CH2:38][CH2:39][CH2:40]1>>[O:1]=[C:2]1[O:3][C:4]([c:20]2[cH:21][cH:22][cH:23][cH:24][cH:25]2)([c:26]2[cH:27][cH:28][cH:29][cH:30][cH:31]2)[CH:5]2[N:6]1[CH2:7][CH2:8][N:9]([C:11](=[O:12])[N:13]([c:14]1[cH:15][cH:16][cH:17][cH:18][cH:19]1)[CH3:34])[CH2:10]2. Starting materials: CI, [H-], [Na+], O=C(Nc1ccccc1)N1CCN2C(=O)OC(c3ccccc3)(c3ccccc3)C2C1, C1CCOC1. The reactants are CS(C)=O, ClCc1ccccc1Cl, [H-], [Na+], O, Cc1cn2cccc(O)c2n1. Product: Cc1cn2cccc(OCc3ccccc3Cl)c2n1. Reaction SMILES: [CH3:24][S:25](=[O:26])[CH3:27].[Cl:14][c:15]1[c:16]([CH2:17][Cl:18])[cH:19][cH:20][cH:21][cH:22]1.[H-:1].[Na+:2].[OH2:23].[OH:3][c:4]1[c:5]2[n:6]([cH:7][cH:8][cH:9]1)[cH:10][c:11]([CH3:13])[n:12]2>>[O:3]([c:4]1[c:5]2[n:6]([cH:7][cH:8][cH:9]1)[cH:10][c:11]([CH3:13])[n:12]2)[CH2:17][c:16]1[c:15]([Cl:14])[cH:22][cH:21][cH:20][cH:19]1. Starting materials: N(=[N+]=[N-])C=1C=C(C(=O)NC2=C(C(=CC(=C2)C(C)(C)C)NS(=O)(=O)C)OC)C=CC1C (3-azido-N-(5-tert-butyl-3-methanesulfonylamino-2-methoxy-phenyl)-4-methyl-benzamide), C(#C)C1=CN=CN1C (5-ethynyl-1-methyl-1H-imidazole). Yields the product C(C)(C)(C)C=1C=C(C(=C(C1)NC(C1=CC(=C(C=C1)C)N1N=NC(=C1)C=1N(C=NC1)C)=O)OC)NS(=O)(=O)C (N-(5-tert-Butyl-3-methanesulfonylamino-2-methoxy-phenyl)-4-methyl-3-[4-(3-methyl-3H-imidazol-4-yl)-[1,2,3]triazol-1-yl]-benzamide). RXN SMILES: [N:1]([C:4]1[CH:5]=[C:6]([CH:27]=[CH:28][C:29]=1[CH3:30])[C:7]([NH:9][C:10]1[CH:15]=[C:14]([C:16]([CH3:19])([CH3:18])[CH3:17])[CH:13]=[C:12]([NH:20][S:21]([CH3:24])(=[O:23])=[O:22])[C:11]=1[O:25][CH3:26])=[O:8])=[N+:2]=[N-:3].[C:31]([C:33]1[N:37]([CH3:38])[CH:36]=[N:35][CH:34]=1)#[CH:32]>>[C:16]([C:14]1[CH:13]=[C:12]([NH:20][S:21]([CH3:24])(=[O:22])=[O:23])[C:11]([O:25][CH3:26])=[C:10]([NH:9][C:7](=[O:8])[C:6]2[CH:27]=[CH:28][C:29]([CH3:30])=[C:4]([N:1]3[CH:32]=[C:31]([C:33]4[N:37]([CH3:38])[CH:36]=[N:35][CH:34]=4)[N:3]=[N:2]3)[CH:5]=2)[CH:15]=1)([CH3:18])([CH3:19])[CH3:17]. Reported procedure: Example 18 was prepared from 3-azido-N-(5-tert-butyl-3-methanesulfonylamino-2-methoxy-phenyl)-4-methyl-benzamide and 5-ethynyl-1-methyl-1H-imidazole (Aldrich) in the same manner as Example 15. ESI MS m/z 538 [C26H31N7O4S+H]+.